This data is from the Open Reaction Database (ORD), a public repository of structured organic reaction records. The task is: describe an organic reaction: reactants, conditions, products, and yield The reactants are CC1(C=2C=CC(=CC2C(CC1)(C)C)C1=NOC(=C1)C1CCNCC1)C (4-[3-(5,5,8,8-tetramethyl-5,6,7,8-tetrahydronaphthalen-2-yl)isoxazol-5-yl]piperidine), C(C)(=O)OCCCCBr (4-bromobutyl acetate), [OH-].[Na+] (NaOH). Solvent: CO (methanol). Product: CC1(C=2C=CC(=CC2C(CC1)(C)C)C1=NOC(=C1)C1CCN(CC1)CCCCO)C (4-{4-[3-(5,5,8,8-tetramethyl-5,6,7,8-tetrahydronaphthalen-2-yl)isoxazol-5-yl]piperidin-1-yl}butan-1-ol). As a reaction SMILES: [CH3:1][C:2]1([CH3:25])[CH2:11][CH2:10][C:9]([CH3:13])([CH3:12])[C:8]2[CH:7]=[C:6]([C:14]3[CH:18]=[C:17]([CH:19]4[CH2:24][CH2:23][NH:22][CH2:21][CH2:20]4)[O:16][N:15]=3)[CH:5]=[CH:4][C:3]1=2.C([O:29][CH2:30][CH2:31][CH2:32][CH2:33]Br)(=O)C.[OH-].[Na+]>CO>[CH3:1][C:2]1([CH3:25])[CH2:11][CH2:10][C:9]([CH3:12])([CH3:13])[C:8]2[CH:7]=[C:6]([C:14]3[CH:18]=[C:17]([CH:19]4[CH2:24][CH2:23][N:22]([CH2:33][CH2:32][CH2:31][CH2:30][OH:29])[CH2:21][CH2:20]4)[O:16][N:15]=3)[CH:5]=[CH:4][C:3]1=2 |f:2.3|. Reported procedure: The preparation was carried out as already described starting from 130 mg of 4-[3-(5,5,8,8-tetramethyl-5,6,7,8-tetrahydronaphthalen-2-yl)isoxazol-5-yl]piperidine and 83 μl of 4-bromobutyl acetate. The protecting group was cleaved off by means of a 1N NaOH solution in methanol. The product was purified by means of preparative HPLC and converted into the hydrochloride by treatment with methanolic HCl. Starting materials: [F-].[K+] (Potassium fluoride), BrCC(=O)C1=C(C=CC=C1C)O (2-bromo-1-(2-hydroxy-6-methylphenyl)ethan-1-one), C(C)(=O)OCC (Ethyl acetate). Solvent: CN(C=O)C (dimethylformamide). Conditions: time 4 day. Yields the product CC1=CC=CC2=C1C(CO2)=O (4-methyl-2,3-dihydro-1-benzofuran-3-one). Yield: 46.8%. RXN SMILES: [F-].[K+].Br[CH2:4][C:5]([C:7]1[C:12]([CH3:13])=[CH:11][CH:10]=[CH:9][C:8]=1[OH:14])=[O:6].C(OCC)(=O)C>CN(C)C=O>[CH3:13][C:12]1[C:7]2[C:5](=[O:6])[CH2:4][O:14][C:8]=2[CH:9]=[CH:10][CH:11]=1 |f:0.1|. Reported procedure: Potassium fluoride (0.85 g, 14.7 mmol) was added to a solution of 2-bromo-1-(2-hydroxy-6-methylphenyl)ethan-1-one (26b) (1.5 g, 6.5 mmol) in anhydrous dimethylformamide (25 mL). The reaction mixture was stirred at room temperature for 4 days. Ethyl acetate (75 mL) was added and the mixture was washed with brine (3×100 mL). The organic layer was dried over sodium sulfate and evaporated to dryness. The residue was purified by flash chromatography on silica gel (cyclohexane/ethyl acetate 95/5 to 80... Starting materials: N\C(=C\1/C(C2=C(S1)C=CC=C2)=O)\C2=CC=CC=C2 ((E)-2-[(amino)phenylmethylene]-benzo[b]thiophen-3(2H)-one), I(=O)(=O)(=O)[O-].C(CCC)[N+](CCCC)(CCCC)CCCC (tetrabutylammonium periodate). The solvent is ClCCl (dichloromethane). The product is N\C(=C\1/C(C2=C(S1=O)C=CC=C2)=O)\C2=CC=CC=C2 ((E)-2-[(Amino)phenylmethylene]-benzo[b]thiophen-3(2H)-one-1-oxide). As a reaction SMILES: [NH2:1]/[C:2](/[C:13]1[CH:18]=[CH:17][CH:16]=[CH:15][CH:14]=1)=[C:3]1\[C:4](=[O:12])[C:5]2[CH:11]=[CH:10][CH:9]=[CH:8][C:6]=2[S:7]\1.I([O-])(=O)(=O)=[O:20].C([N+](CCCC)(CCCC)CCCC)CCC>ClCCl>[NH2:1]/[C:2](/[C:13]1[CH:18]=[CH:17][CH:16]=[CH:15][CH:14]=1)=[C:3]1\[C:4](=[O:12])[C:5]2[CH:11]=[CH:10][CH:9]=[CH:8][C:6]=2[S:7]\1=[O:20] |f:1.2|. Procedure details: 7.6 gm (0.003 mol) of (E)-2-[(amino)phenylmethylene]-benzo[b]thiophen-3(2H)-one and 13.75 gm (0.03 mol) of tetrabutylammonium periodate (prepared from tetrabutylammonium hydrogen sulfate and sodium metaperiodate in water) in 50 ml of dichloromethane were refluxed for about 2 hours. After the end of the reaction, which was monitored by thin-layer chromatography, the mixture was allowed to cool and was then filtered through a column of silicagel (200 gm), finally using dichloromethane/ethyl acetat... Reactants: [F-].C(CCC)[N+](CCCC)(CCCC)CCCC (Tetrabutylammonium fluoride), C(C)(C)(C)OC(=O)N1CCC2(CO2)CC1 (1-oxa-6-aza-spiro[2.5]octane-6-carboxylic acid tert-butyl ester). Solvent: O1CCCC1 (tetrahydrofuran). The product is C(C)(C)(C)OC(=O)N1CCC(CC1)(O)CF (4-fluoromethyl-4-hydroxy-piperidine-1-carboxylic acid tert-butyl ester). Yield: 19.9%. Reaction SMILES: [F-:1].C([N+](CCCC)(CCCC)CCCC)CCC.[C:19]([O:23][C:24]([N:26]1[CH2:33][CH2:32][C:29]2([O:31][CH2:30]2)[CH2:28][CH2:27]1)=[O:25])([CH3:22])([CH3:21])[CH3:20]>O1CCCC1>[C:19]([O:23][C:24]([N:26]1[CH2:33][CH2:32][C:29]([CH2:30][F:1])([OH:31])[CH2:28][CH2:27]1)=[O:25])([CH3:22])([CH3:21])[CH3:20] |f:0.1|. Procedure details: Tetrabutylammonium fluoride (1.0 M in THF, 5.6 ml, 5.6 mmol) was added to a solution of 1-oxa-6-aza-spiro[2.5]octane-6-carboxylic acid tert-butyl ester (400 mg, 1.87 mmol) in tetrahydrofuran (5 ml), and the mixture was heated under reflux for 36 hours. The reaction solution was cooled and then concentrated under reduced pressure. The resulting residue was purified by silica gel column chromatography (ethyl acetate-hexane) to give 4-fluoromethyl-4-hydroxy-piperidine-1-carboxylic acid tert-butyl e... Reactants: C[Si](C)(C)CCN1C(=O)CN(c2ccc(CCC(=O)O)cc2OCc2ccccc2)S1(=O)=O, CNC(C)C, CN(C)C=O, O, On1nnc2cccnc21. The product is CC(C)N(C)C(=O)CCc1ccc(N2CC(=O)N(CC[Si](C)(C)C)S2(=O)=O)c(OCc2ccccc2)c1. As a reaction SMILES: [CH2:1]([c:2]1[cH:3][cH:4][cH:5][cH:6][cH:7]1)[O:8][c:9]1[cH:10][c:11]([CH2:29][CH2:30][C:31](=[O:32])[OH:33])[cH:12][cH:13][c:14]1[N:15]1[S:16](=[O:27])(=[O:28])[N:17]([CH2:21][CH2:22][Si:23]([CH3:24])([CH3:25])[CH3:26])[C:18](=[O:20])[CH2:19]1.[CH:44]([CH3:45])([CH3:46])[NH:47][CH3:48].[O:50]=[CH:51][N:52]([CH3:53])[CH3:54].[OH2:49].[OH:34][n:35]1[c:36]2[n:37][cH:38][cH:39][cH:40][c:41]2[n:42][n:43]1>>[CH2:1]([c:2]1[cH:3][cH:4][cH:5][cH:6][cH:7]1)[O:8][c:9]1[cH:10][c:11]([CH2:29][CH2:30][C:31](=[O:33])[N:47]([CH:44]([CH3:45])[CH3:46])[CH3:48])[cH:12][cH:13][c:14]1[N:15]1[S:16](=[O:27])(=[O:28])[N:17]([CH2:21][CH2:22][Si:23]([CH3:24])([CH3:25])[CH3:26])[C:18](=[O:20])[CH2:19]1. Reactants: NC1CN2CCC1CC2 (3-aminoquinuclidine), C(\C=C\C(=O)[O-])(=O)[O-] (fumarate), C(C=C)OC1=C(C(=O)N=C=O)C=CC=C1 (2-allyloxybenzoyl isocyanate), product. Procedure: The above compound was prepared, following the procedure of Example 1, from 3-aminoquinuclidine (0.28 g, 2.2 mmol) and 2-allyloxybenzoyl isocyanate (0.53 g, ca 2.2 mmol). The product (0.61 g) was converted to the 1:1 fumarate. The product is C(C=C)OC1=C(C(=O)NC(=O)NC2CN3CCC2CC3)C=CC=C1 (2-Allyloxy-N-[[[1-Azabicyclo[2.2.2]octan-3-yl] amino]carbonyl]benzamide). RXN SMILES: [NH2:1][CH:2]1[CH:7]2[CH2:8][CH2:9][N:4]([CH2:5][CH2:6]2)[CH2:3]1.[CH2:10]([O:13][C:14]1[CH:24]=[CH:23][CH:22]=[CH:21][C:15]=1[C:16]([N:18]=[C:19]=[O:20])=[O:17])[CH:11]=[CH2:12].C([O-])(=O)/C=C/C([O-])=O>>[CH2:10]([O:13][C:14]1[CH:24]=[CH:23][CH:22]=[CH:21][C:15]=1[C:16]([NH:18][C:19]([NH:1][CH:2]1[CH:7]2[CH2:8][CH2:9][N:4]([CH2:5][CH2:6]2)[CH2:3]1)=[O:20])=[O:17])[CH:11]=[CH2:12]. Starting materials: NC(=O)OCc1ccccc1, CCOC(C)=O, CCCCCC, O=CCCc1ccccc1, O=CO, [Na+], O, O=S([O-])c1ccccc1. Yields the product O=C(NC(CCc1ccccc1)S(=O)(=O)c1ccccc1)OCc1ccccc1. As a reaction SMILES: [C:11]([NH2:12])([O:13][CH2:14][c:15]1[cH:16][cH:17][cH:18][cH:19][cH:20]1)=[O:21].[C:38]([O:39][CH2:40][CH3:41])(=[O:42])[CH3:43].[CH3:32][CH2:33][CH2:34][CH2:35][CH2:36][CH3:37].[CH:22]([CH2:23][CH2:24][c:25]1[cH:26][cH:27][cH:28][cH:29][cH:30]1)=[O:31].[CH:45]([OH:46])=[O:47].[Na+:10].[OH2:44].[c:1]1([S:7](=[O:8])[O-:9])[cH:2][cH:3][cH:4][cH:5][cH:6]1>>[c:1]1([S:7](=[O:8])(=[O:9])[CH:22]([NH:12][C:11]([O:13][CH2:14][c:15]2[cH:16][cH:17][cH:18][cH:19][cH:20]2)=[O:21])[CH2:23][CH2:24][c:25]2[cH:26][cH:27][cH:28][cH:29][cH:30]2)[cH:2][cH:3][cH:4][cH:5][cH:6]1. Reactants: NC1=CC(=NN1C(=O)N)C1=CC=C(C=C1)F (5-Amino-3-(4-fluorophenyl)-1H-pyrazole-1-carboxamide). Solvent: COC(CCCC)(OC)OC (trimethylorthovalerate), hexanes. The product is C(CCC)C=1NC=2N(C(N1)=O)N=C(C2)C2=CC=C(C=C2)F (2-Butyl-7-(4-fluorophenyl)-pyrazolo[1,5-a][1,3,5]-triazin-4(1H)-one). Yield: 123.1%. RXN SMILES: [NH2:1][C:2]1[N:6]([C:7]([NH2:9])=[O:8])[N:5]=[C:4]([C:10]2[CH:15]=[CH:14][C:13]([F:16])=[CH:12][CH:11]=2)[CH:3]=1>COC(OC)(OC)CCCC>[CH2:3]([C:2]1[NH:1][C:2]2[N:6]([N:5]=[C:4]([C:10]3[CH:15]=[CH:14][C:13]([F:16])=[CH:12][CH:11]=3)[CH:3]=2)[C:7](=[O:8])[N:9]=1)[CH2:4][CH2:10][CH3:11]. Reported procedure: A mixture of 5.0 g of the product of Example 3 and 20 ml of trimethylorthovalerate is heated at reflux for 30 minutes. The reaction mixture is cooled to room temperature and diluted with hexanes. The resulting solid is collected by filtration, washed with hexanes and dried to give 4.0 g of the desired product as a solid, m.p. 238° C. Reactants: BrC=1SC2=C(N=C(N=C2Cl)SCC2=C(C(=CC=C2)F)F)N1 (2-Bromo-7-chloro-5-[[(2,3-difluorophenyl)methyl]thio]thiazolo[4,5-d]pyrimidine), [OH-].[K+] (potassium hydroxide), CO (methanol). Reagents/catalysts: Cl (hydrochloric acid). Run at time 2 hour. Yields the product ClC=1C2=C(N=C(N1)SCC1=C(C(=CC=C1)F)F)N=C(S2)OC (7-chloro-5-[(2,3-difluorophenylmethyl)thio]-2-methoxythiazolo[4,5-d]pyrimidine). As a reaction SMILES: Br[C:2]1[S:3][C:4]2[C:9]([Cl:10])=[N:8][C:7]([S:11][CH2:12][C:13]3[CH:18]=[CH:17][CH:16]=[C:15]([F:19])[C:14]=3[F:20])=[N:6][C:5]=2[N:21]=1.[OH-:22].[K+].[CH3:24]O>Cl>[Cl:10][C:9]1[C:4]2[S:3][C:2]([O:22][CH3:24])=[N:21][C:5]=2[N:6]=[C:7]([S:11][CH2:12][C:13]2[CH:18]=[CH:17][CH:16]=[C:15]([F:19])[C:14]=2[F:20])[N:8]=1 |f:1.2|. Reported procedure: The product of example 31 step a) (5.6 g) was suspended in methanol (150 ml) and potassium hydroxide powder (0.77 g) added. The whole was stirred at room temperature for 2 hours. The mixture was adjusted to pH 7 with a few drops of concentrated hydrochloric acid before it was evaporated to dryness. Purified by column chromatography (silica-3:2 to 1:1 isohexane/dichloromethane) to give white solid (2.0 g).